Dataset: the Open Reaction Database (ORD), a public repository of structured organic reaction records. Task: describe an organic reaction: reactants, conditions, products, and yield Reactants: CCCCCCCCCCCCCCOc1ccc(NC(=O)Nc2cccc(CBr)c2)cc1, Cc1cncs1, C1CCOC1. Product: [Br-], CCCCCCCCCCCCCCOc1ccc(NC(=O)Nc2cccc(C[n+]3csc(C)c3)c2)cc1. Reaction SMILES: [Br:1][CH2:2][c:3]1[cH:4][c:5]([NH:9][C:10](=[O:11])[NH:12][c:13]2[cH:14][cH:15][c:16]([O:19][CH2:20][CH2:21][CH2:22][CH2:23][CH2:24][CH2:25][CH2:26][CH2:27][CH2:28][CH2:29][CH2:30][CH2:31][CH2:32][CH3:33])[cH:17][cH:18]2)[cH:6][cH:7][cH:8]1.[CH3:34][c:35]1[cH:36][n:37][cH:38][s:39]1.[O:40]1[CH2:41][CH2:42][CH2:43][CH2:44]1>>[Br-:1].[CH2:2]([c:3]1[cH:4][c:5]([NH:9][C:10](=[O:11])[NH:12][c:13]2[cH:14][cH:15][c:16]([O:19][CH2:20][CH2:21][CH2:22][CH2:23][CH2:24][CH2:25][CH2:26][CH2:27][CH2:28][CH2:29][CH2:30][CH2:31][CH2:32][CH3:33])[cH:17][cH:18]2)[cH:6][cH:7][cH:8]1)[n+:37]1[cH:36][c:35]([CH3:34])[s:39][cH:38]1. Reactants: c1ccc(COc2cc(-c3ccc4cccnc4c3)ccn2)cc1, CCO. The product is O=c1cc(-c2ccc3cccnc3c2)cc[nH]1. RXN SMILES: [CH2:1]([c:2]1[cH:3][cH:4][cH:5][cH:6][cH:7]1)[O:8][c:9]1[n:10][cH:11][cH:12][c:13](-[c:15]2[cH:16][cH:17][c:18]3[cH:19][cH:20][cH:21][n:22][c:23]3[cH:24]2)[cH:14]1.[CH3:25][CH2:26][OH:27]>>[O:8]=[c:9]1[nH:10][cH:11][cH:12][c:13](-[c:15]2[cH:16][cH:17][c:18]3[cH:19][cH:20][cH:21][n:22][c:23]3[cH:24]2)[cH:14]1. Starting materials: OC1=CC=C(C(=O)O)C=C1 (4-hydroxybenzoic acid), ClC1=CC=C(CCl)C=C1 (4-chlorobenzyl chloride), C([O-])([O-])=O.[K+].[K+] (potassium carbonate), C(C)(=O)OCC.O (ethyl acetate water). Run in CN(C=O)C (N,N-dimethylformamide). Reaction conditions: temperature 60 celsius, time 3 hour. Yields the product ClC1=CC=C(COC2=CC=C(C(=O)O)C=C2)C=C1 (4-(4-chlorobenzyloxy)benzoic acid). The yield is 87.8%. RXN SMILES: [OH:1][C:2]1[CH:10]=[CH:9][C:5]([C:6]([OH:8])=[O:7])=[CH:4][CH:3]=1.[Cl:11][C:12]1[CH:19]=[CH:18][C:15]([CH2:16]Cl)=[CH:14][CH:13]=1.C(=O)([O-])[O-].[K+].[K+].C(OCC)(=O)C.O>CN(C)C=O>[Cl:11][C:12]1[CH:19]=[CH:18][C:15]([CH2:16][O:1][C:2]2[CH:10]=[CH:9][C:5]([C:6]([OH:8])=[O:7])=[CH:4][CH:3]=2)=[CH:14][CH:13]=1 |f:2.3.4,5.6|. Procedure details: To a solution of 10 g of 4-hydroxybenzoic acid in 100 ml of N,N-dimethylformamide were added 29.1 g of 4-chlorobenzyl chloride and 25 g of potassium carbonate. The mixture was stirred at 60° C. for 3 hours. After cooling, the reaction mixture was treated with ethyl acetate-water. The resulting ethyl acetate layer was separated, washed with water, dried with anhydrous magnesium sulfate, and subjected to vacuum distillation to remove the solvent. The resulting residue was washed with n-hexane, the... Starting materials: C(CC)N(CCCN1C(C2=CC=CC=C2C1=O)=O)C1CC2=CC=CC(=C2CC1)OC (2-[3-[propyl(1,2,3,4-tetrahydro-5-methoxy-2-naphthalenyl)amino]propyl]-1H-isoindole-1,3(2H)-dione), N1=CC=CC=C1.Cl (pyridine·HCl). Run in [NH4+].[OH-] (NH4OH). Run at temperature 200 celsius. Yields the product C(CC)N(CCCN1C(C2=CC=CC=C2C1=O)=O)C1CC2=CC=CC(=C2CC1)O (2-[3-[propyl(1,2,3,4-tetrahydro-5-hydroxy-2-naphthalenyl)amino]propyl]-1H-isoindole-1,3(2H)-dione). Reaction SMILES: [CH2:1]([N:4]([CH:19]1[CH2:28][CH2:27][C:26]2[C:21](=[CH:22][CH:23]=[CH:24][C:25]=2[O:29]C)[CH2:20]1)[CH2:5][CH2:6][CH2:7][N:8]1[C:16](=[O:17])[C:15]2[C:10](=[CH:11][CH:12]=[CH:13][CH:14]=2)[C:9]1=[O:18])[CH2:2][CH3:3].N1C=CC=CC=1.Cl>[NH4+].[OH-]>[CH2:1]([N:4]([CH:19]1[CH2:28][CH2:27][C:26]2[C:21](=[CH:22][CH:23]=[CH:24][C:25]=2[OH:29])[CH2:20]1)[CH2:5][CH2:6][CH2:7][N:8]1[C:16](=[O:17])[C:15]2[C:10](=[CH:11][CH:12]=[CH:13][CH:14]=2)[C:9]1=[O:18])[CH2:2][CH3:3] |f:1.2,3.4|. Reported procedure: The product of Example 9 was combined with pyridine·HCl and heated to 200° C. in an oil bath and reaction was monitored by TLC. After completion, it was cooled, diluted with NH4OH and extracted with ether. The resulting oil was purified (Silica; 9:1 pet ether/EtOAc) and characterized by NMR (300 MHz). Anal. Calc. for C24H28N2O3 ·HCl: C, 76.36; H, 6.59; N, 6.54. Found: C, 67.17; H, 6.74; N, 6.34. Starting materials: CCC(O)(C#Cc1ccc(C(CC)(CC)c2ccc(C(=O)OC)c(C)c2)cc1C)CC, [Li+], [OH-]. Product: CCC(O)(C#Cc1ccc(C(CC)(CC)c2ccc(C(=O)O)c(C)c2)cc1C)CC. As a reaction SMILES: [CH3:1][O:2][C:3]([c:4]1[c:5]([CH3:30])[cH:6][c:7]([C:10]([CH2:11][CH3:12])([c:13]2[cH:14][c:15]([CH3:27])[c:16]([C:19]#[C:20][C:21]([CH2:22][CH3:23])([OH:24])[CH2:25][CH3:26])[cH:17][cH:18]2)[CH2:28][CH3:29])[cH:8][cH:9]1)=[O:31].[Li+:32].[OH-:33]>>[O:2]=[C:3]([c:4]1[c:5]([CH3:30])[cH:6][c:7]([C:10]([CH2:11][CH3:12])([c:13]2[cH:14][c:15]([CH3:27])[c:16]([C:19]#[C:20][C:21]([CH2:22][CH3:23])([OH:24])[CH2:25][CH3:26])[cH:17][cH:18]2)[CH2:28][CH3:29])[cH:8][cH:9]1)[OH:31]. The reactants are [Li]CCCC, CN(C)Cc1ccccc1, CCCCCC, [Cl-], O, c1ccc(Pc2ccccc2)cc1. The product is CN(C)Cc1ccccc1P(c1ccccc1)c1ccccc1. RXN SMILES: [CH2:11]([Li:12])[CH2:13][CH2:14][CH3:15].[CH3:1][N:2]([CH2:3][c:4]1[cH:5][cH:6][cH:7][cH:8][cH:9]1)[CH3:10].[CH3:31][CH2:32][CH2:33][CH2:34][CH2:35][CH3:36].[Cl-:16].[OH2:30].[c:17]1([PH:23][c:24]2[cH:25][cH:26][cH:27][cH:28][cH:29]2)[cH:18][cH:19][cH:20][cH:21][cH:22]1>>[CH3:1][N:2]([CH2:3][c:4]1[c:5]([P:23]([c:17]2[cH:18][cH:19][cH:20][cH:21][cH:22]2)[c:24]2[cH:25][cH:26][cH:27][cH:28][cH:29]2)[cH:6][cH:7][cH:8][cH:9]1)[CH3:10]. Reactants: OC(CC(=O)OCC)C (ethyl 3-hydroxybutyrate), C(#N)CC(CC(=O)OCC)O (ethyl 4-cyano-3-hydroxybutyrate). The product is C(#N)C[C@H](CC(=O)OCC)O (ethyl (R)-4-cyano-3-hydroxybutyrate). Yield: 99.0%. Reaction SMILES: OC(C)CC(OCC)=O.[C:10]([CH2:12][CH:13]([OH:20])[CH2:14][C:15]([O:17][CH2:18][CH3:19])=[O:16])#[N:11]>>[C:10]([CH2:12][C@@H:13]([OH:20])[CH2:14][C:15]([O:17][CH2:18][CH3:19])=[O:16])#[N:11]. Procedure: Instead of ethyl 3-hydroxybutyrate used in Example 1, ethyl 4-cyano-3-hydroxybutyrate (1%, w/v) was used as a reactant and novozyme 435 lipase was used as a biocatalyst. After reaction for 3 hours, ethyl (R)-4-cyano-3-hydroxybutyrate (99% e.e) was obtained at 57.3% conversion. The reactants are [OH-].[Na+] (NaOH), C(C)OC(CCC1=C(C=C(C=C1)OC1=CC(=CC(=C1)OC1=C(C=C(C=C1)C(F)(F)F)C1=NC=CC=C1)C)C)=O (3-{2-methyl-4-[3-methyl-5-(2-pyridin-2-yl-4-trifluoromethyl-phenoxy)-phenoxy]-phenyl}-propionic acid ethyl ester), Cl (HCl). Run in O (water), C(C)O (ethanol). The product is CC1=C(C=CC(=C1)OC1=CC(=CC(=C1)OC1=C(C=C(C=C1)C(F)(F)F)C1=NC=CC=C1)C)CCC(=O)O (3-{2-Methyl-4-[3-methyl-5-(2-pyridin-2-yl-4-trifluoromethyl-phenoxy)-phenoxy]-phenyl}-propionic acid). The yield is 38.0%. RXN SMILES: C([O:3][C:4](=[O:39])[CH2:5][CH2:6][C:7]1[CH:12]=[CH:11][C:10]([O:13][C:14]2[CH:19]=[C:18]([O:20][C:21]3[CH:26]=[CH:25][C:24]([C:27]([F:30])([F:29])[F:28])=[CH:23][C:22]=3[C:31]3[CH:36]=[CH:35][CH:34]=[CH:33][N:32]=3)[CH:17]=[C:16]([CH3:37])[CH:15]=2)=[CH:9][C:8]=1[CH3:38])C.[OH-].[Na+].Cl>C(O)C.O>[CH3:38][C:8]1[CH:9]=[C:10]([O:13][C:14]2[CH:19]=[C:18]([O:20][C:21]3[CH:26]=[CH:25][C:24]([C:27]([F:29])([F:30])[F:28])=[CH:23][C:22]=3[C:31]3[CH:36]=[CH:35][CH:34]=[CH:33][N:32]=3)[CH:17]=[C:16]([CH3:37])[CH:15]=2)[CH:11]=[CH:12][C:7]=1[CH2:6][CH2:5][C:4]([OH:39])=[O:3] |f:1.2|. Procedure details: A mixture of 3-{4-[3-(2-bromo-4-trifluoromethyl-phenoxy)-5-methyl-phenoxy]-2-methyl-phenyl}-propionic acid ethyl ester (0.155 g, 0.289 mmol) and 2-tributylstannyl pyridine (0.210 g, 0.571 mmol) in dry toluene (8 mL) is purged with N2 and then tetrakis(triphenylphospine)pallium (0) (0.033 g, 0.029 mmol) is added. The reaction is heated to 100° C. and stirred for 20 hours under N2. The reaction is cooled, and the solvent is removed in vacuo to give crude 3-{2-methyl-4-[3-methyl-5-(2-pyridin-2-yl-4... Reactants: [Zn] (Zinc), solution, C([C@@H]1[C@@H]2[C@@H]([C@H]([C@H](O1)O[C@@H]3[C@H](O[C@@H]([C@@H]([C@H]3O)O)O[C@@H]4[C@H](O[C@@H]([C@@H]([C@H]4O)O)O[C@@H]5[C@H](OC([C@@H]([C@H]5O)O)OC6[C@H](OC([C@@H]([C@H]6O)O)C7[C@H](OC([C@@H]([C@H]7O)O)O[C@@H]8[C@H](O[C@@H]([C@@H]([C@H]8O)O)O[C@@H]9[C@H](O[C@H](O2)[C@@H]([C@H]9O)O)CO)CO)CO)CO)CO)CO)CO)O)O)O (γ-cyclodextrin), [Zn] (zinc). Product: C([C@@H]1[C@@H]2[C@@H]([C@H]([C@H](O1)O[C@@H]3[C@H](O[C@@H]([C@@H]([C@H]3O)O)O[C@@H]4[C@H](O[C@@H]([C@@H]([C@H]4O)O)O[C@@H]5[C@H](OC([C@@H]([C@H]5O)O)OC6[C@H](OC([C@@H]([C@H]6O)O)C7[C@H](OC([C@@H]([C@H]7O)O)O[C@@H]8[C@H](O[C@@H]([C@@H]([C@H]8O)O)O[C@@H]9[C@H](O[C@H](O2)[C@@H]([C@H]9O)O)CO)CO)CO)CO)CO)CO)CO)O)O)O.[Zn] (γ-Cyclodextrin Zinc). Reaction SMILES: [Zn:1].[CH2:2]([OH:88])[C@H:3]1[O:8][C@@H:7]2[O:9][C@H:10]3[C@H:15]([OH:16])[C@@H:14]([OH:17])[C@@H:13]([O:18][C@H:19]4[C@H:24]([OH:25])[C@@H:23]([OH:26])[C@@H:22]([O:27][C@H:28]5[C@H:33]([OH:34])[C@@H:32]([OH:35])[CH:31]([O:36][CH:37]6[C@H:42]([OH:43])[C@@H:41]([OH:44])[CH:40]([CH:45]7[C@H:50]([OH:51])[C@@H:49]([OH:52])[CH:48]([O:53][C@H:54]8[C@H:59]([OH:60])[C@@H:58]([OH:61])[C@@H:57]([O:62][C@H:63]9[C@H:69]([OH:70])[C@@H:68]([OH:71])[C@@H:66]([O:67][C@H:4]1[C@H:5]([OH:87])[C@H:6]2[OH:86])[O:65][C@@H:64]9[CH2:72][OH:73])[O:56][C@@H:55]8[CH2:74][OH:75])[O:47][C@@H:46]7[CH2:76][OH:77])[O:39][C@@H:38]6[CH2:78][OH:79])[O:30][C@@H:29]5[CH2:80][OH:81])[O:21][C@@H:20]4[CH2:82][OH:83])[O:12][C@@H:11]3[CH2:84][OH:85]>>[CH2:2]([OH:88])[C@H:3]1[O:8][C@@H:7]2[O:9][C@H:10]3[C@H:15]([OH:16])[C@@H:14]([OH:17])[C@@H:13]([O:18][C@H:19]4[C@H:24]([OH:25])[C@@H:23]([OH:26])[C@@H:22]([O:27][C@H:28]5[C@H:33]([OH:34])[C@@H:32]([OH:35])[CH:31]([O:36][CH:37]6[C@H:42]([OH:43])[C@@H:41]([OH:44])[CH:40]([CH:45]7[C@H:50]([OH:51])[C@@H:49]([OH:52])[CH:48]([O:53][C@H:54]8[C@H:59]([OH:60])[C@@H:58]([OH:61])[C@@H:57]([O:62][C@H:63]9[C@H:69]([OH:70])[C@@H:68]([OH:71])[C@@H:66]([O:67][C@H:4]1[C@H:5]([OH:87])[C@H:6]2[OH:86])[O:65][C@@H:64]9[CH2:72][OH:73])[O:56][C@@H:55]8[CH2:74][OH:75])[O:47][C@@H:46]7[CH2:76][OH:77])[O:39][C@@H:38]6[CH2:78][OH:79])[O:30][C@@H:29]5[CH2:80][OH:81])[O:21][C@@H:20]4[CH2:82][OH:83])[O:12][C@@H:11]3[CH2:84][OH:85].[Zn:1] |f:2.3|. Procedure: 23 g of a zinc-based drier, Zinc Hex-CEM® 18% solution (OM Group, Inc.) was added to the above-noted γ-cyclodextrin solution. A white precipitate formed upon addition of the drier. The mixture was stirred for at least 16 hours. The precipitate was filtered off under reduced pressure. The precipitate was dried under normal conditions at ambient temperature. The FTIR spectrum of the resultant inclusion complex is provided in FIG. 1(i).